describe an organic reaction: reactants, conditions, products, and yield From a dataset of the Open Reaction Database (ORD), a public repository of structured organic reaction records. The product is O1C(CCCC1)OC(/C=C/C1C(C1)(C(=O)OCC)C(=O)OCC)C(CCCC)C (diethyl trans-2-{3-[(tetrahydropyran-2-yl)oxy]-4-methyl-1-octenyl}cyclopropane-1,1-dicarboxylate), C(C)C(C(/C=C/C1C(C1)(C(=O)OC)C(=O)OC)O)CCCCCC (dimethyl trans-2-(4-ethyl-3-hydroxy-1-decenyl)cyclopropane-1,1-dicarboxylate). Reactants: formula 4, O1C(CCCC1)OC1OCCCC1 (tetrahydropyranyl ether), OC(/C=C/C1C(C1)(C(=O)OCC)C(=O)OCC)C(CCCC)C (diethyl trans-2-(3-hydroxy-4-methyl-1-octenyl)cyclopropane-1,1-dicarboxylate), formula 4, OC(/C=C/C1C(C1)(C(=O)OCC)C(=O)OCC)(CCCCC)C (diethyl trans-2-(3-hydroxy-3-methyl-1-octenyl)cyclopropane-1,1-dicarboxylate), O1C(CCCC1)OC1OCCCC1 (tetrahydropyranyl ether). Procedure details: In the same manner but using an equivalent amount of one of the compounds of formula 4 (R7 = H), for example, the compounds listed in Examples 17 to 40, instead of diethyl trans-2-(3-hydroxy-3-methyl-1-octenyl)cyclopropane-1,1-dicarboxylate, then the corresponding tetrahydropyranyl ether compound of formula 4 (R7 = tetrahydropyranyl) is obtained, for example, the corresponding tetrahydropyranyl ether compounds of Examples 17 to 40, respectively. More specifically exemplified, in the same manner ... Reaction SMILES: [OH:1][C:2](C)([CH2:18][CH2:19][CH2:20][CH2:21][CH3:22])/[CH:3]=[CH:4]/[CH:5]1[CH2:7][C:6]1([C:13]([O:15][CH2:16][CH3:17])=[O:14])[C:8]([O:10][CH2:11]C)=[O:9].O1CCC[CH2:26][CH:25]1OC1CCCCO1.[OH:37][CH:38]([CH:54]([CH3:59])[CH2:55][CH2:56][CH2:57][CH3:58])/[CH:39]=[CH:40]/[CH:41]1[CH2:43][C:42]1([C:49]([O:51][CH2:52][CH3:53])=[O:50])[C:44]([O:46][CH2:47][CH3:48])=[O:45]>>[O:15]1[CH2:13][CH2:6][CH2:8][CH2:17][CH:16]1[O:37][CH:38]([CH:54]([CH3:59])[CH2:55][CH2:56][CH2:57][CH3:58])/[CH:39]=[CH:40]/[CH:41]1[CH2:43][C:42]1([C:44]([O:46][CH2:47][CH3:48])=[O:45])[C:49]([O:51][CH2:52][CH3:53])=[O:50].[CH2:25]([CH:18]([CH2:19][CH2:20][CH2:21][CH2:22][CH2:38][CH3:39])[CH:2]([OH:1])/[CH:3]=[CH:4]/[CH:5]1[CH2:7][C:6]1([C:8]([O:10][CH3:11])=[O:9])[C:13]([O:15][CH3:16])=[O:14])[CH3:26]. Reactants: COC(CCC(CCC(=O)OC)([N+](=O)[O-])CCC(=O)OC)=O (γ-carbomethoxyethyl-γ-nitropimelic acid dimethyl ester). Reagents/catalysts: [Pd] (Pd/C). Solvent: CO (methanol). The product is COC(CCC1(NC(CC1)=O)CCC(=O)OC)=O (5-oxo-2,2-pyrrolidinedipropanoic acid dimethyl ester), COC(CCC1(NC(CC1)=O)CCC(=O)O)=O (5-oxo-2,2-pyrrolidinedipropanoic acid monomethyl ester). RXN SMILES: [CH3:1][O:2][C:3](=[O:22])[CH2:4][CH2:5][C:6]([CH2:16][CH2:17][C:18]([O:20][CH3:21])=[O:19])([N+:13]([O-])=O)[CH2:7][CH2:8][C:9](OC)=[O:10]>CO.[Pd]>[CH3:1][O:2][C:3](=[O:22])[CH2:4][CH2:5][C:6]1([CH2:16][CH2:17][C:18]([O:20][CH3:21])=[O:19])[CH2:7][CH2:8][C:9](=[O:10])[NH:13]1.[CH3:1][O:2][C:3](=[O:22])[CH2:4][CH2:5][C:6]1([CH2:16][CH2:17][C:18]([OH:20])=[O:19])[CH2:7][CH2:8][C:9](=[O:10])[NH:13]1. Procedure details: A solution of 160 g of crude γ-carbomethoxyethyl-γ-nitropimelic acid dimethyl ester in 800 ml of methanol is hydrogenated at approximately 50 psi using 2 g of 20% Pd/C as catalyst. The resulting slurry is filtered to remove the catalyst and the filtrate is concentrated at reduced pressure to yield crude 5-oxo-2,2-pyrrolidinedipropanoic acid dimethyl ester and 5-oxo-2,2-pyrrolidinedipropanoic acid monomethyl ester. The crude esters are dissolved in 100 ml of methanol and 100 ml of water and are t...